Dataset: the Open Reaction Database (ORD), a public repository of structured organic reaction records. Task: describe an organic reaction: reactants, conditions, products, and yield Solvent: ClCCl (dichloromethane). Run at time 18 hour. The yield is 90.0%. The reactants are COC1=C(N)C=CC(=C1)C1=CC2=CC=C(C=C2C=C1)OC (2-methoxy-4-(6-methoxy-2-naphthyl)aniline), C(C1=CC=CC=C1)(=O)Cl (benzoyl chloride), C([O-])([O-])=O.[Na+].[Na+] (sodium carbonate). Reagents/catalysts: CN(C)C=1C=CN=CC1 (DMAP). Reaction SMILES: [CH3:1][O:2][C:3]1[CH:9]=[C:8]([C:10]2[CH:19]=[CH:18][C:17]3[C:12](=[CH:13][CH:14]=[C:15]([O:20][CH3:21])[CH:16]=3)[CH:11]=2)[CH:7]=[CH:6][C:4]=1[NH2:5].[C:22](Cl)(=[O:29])[C:23]1[CH:28]=[CH:27][CH:26]=[CH:25][CH:24]=1.C(=O)([O-])[O-].[Na+].[Na+]>ClCCl.CN(C1C=CN=CC=1)C>[CH3:1][O:2][C:3]1[CH:9]=[C:8]([C:10]2[CH:19]=[CH:18][C:17]3[C:12](=[CH:13][CH:14]=[C:15]([O:20][CH3:21])[CH:16]=3)[CH:11]=2)[CH:7]=[CH:6][C:4]=1[NH:5][C:22](=[O:29])[C:23]1[CH:28]=[CH:27][CH:26]=[CH:25][CH:24]=1 |f:2.3.4|. Procedure details: To a solution of 2-methoxy-4-(6-methoxy-2-naphthyl)aniline (82 mg, 0.29 mmol, 1 eq) in 10 ml of dry dichloromethane are added benzoyl chloride (0.1 ml, 123 mg, 0.88 mmol, 3 eq) and trace amounts of DMAP. After stirring for 18 h at RT, the reaction mixture is stopped by adding a 2% sodium carbonate solution, the phases are separated, and the aqueous phase is extracted with dichloromethane. The combined organic phases are dried over magnesium sulfate, filtered and concentrated in vacuum on a rotar... Product: COC1=C(C=CC(=C1)C1=CC2=CC=C(C=C2C=C1)OC)NC(C1=CC=CC=C1)=O (N-[2-Methoxy-4-(6-methoxy-2-naphthyl)phenyl]benzamide).